The task is: describe an organic reaction: reactants, conditions, products, and yield. This data is from the Open Reaction Database (ORD), a public repository of structured organic reaction records. The reactants are COC(=O)c1coc(N2CC(OC(=O)c3ccccc3)C2)n1, ClCCl, C[O-], CO, Cl, [Na+], C1COCCO1. Product: COC(=O)c1coc(N2CC(O)C2)n1. RXN SMILES: [C:1](=[O:2])([c:3]1[cH:4][cH:5][cH:6][cH:7][cH:8]1)[O:9][CH:10]1[CH2:11][N:12]([c:14]2[o:15][cH:16][c:17]([C:19](=[O:20])[O:21][CH3:22])[n:18]2)[CH2:13]1.[CH2:29]([Cl:30])[Cl:31].[CH3:23][O-:24].[CH3:27][OH:28].[ClH:26].[Na+:25].[O:32]1[CH2:33][CH2:34][O:35][CH2:36][CH2:37]1>>[OH:9][CH:10]1[CH2:11][N:12]([c:14]2[o:15][cH:16][c:17]([C:19](=[O:20])[O:21][CH3:22])[n:18]2)[CH2:13]1. Starting materials: CO (methanol), 206e, BrCCCC(C(=O)OCC)(C1=CC=CC=C1)C (Ethyl 5-Bromo-2-methyl-2-phenyl-pentanoate), [Li+].[BH4-] (LiBH4). Solvent: C(Cl)Cl (CH2Cl2). Product: BrCCCC(CO)(C1=CC=CC=C1)C (5-Bromo-2-methyl-2-phenylpentan-1-ol). Isolated yield 98.2%. RXN SMILES: [Br:1][CH2:2][CH2:3][CH2:4][C:5]([CH3:17])([C:11]1[CH:16]=[CH:15][CH:14]=[CH:13][CH:12]=1)[C:6](OCC)=[O:7].[Li+].[BH4-].CO>C(Cl)Cl>[Br:1][CH2:2][CH2:3][CH2:4][C:5]([CH3:17])([C:11]1[CH:16]=[CH:15][CH:14]=[CH:13][CH:12]=1)[CH2:6][OH:7] |f:1.2|. Reported procedure: According to the procedure given for the synthesis of 206e, 205b (23.70 g, 79.21 mmol) was reduced with LiBH4 (3.45 g, 158.4 mmol) and methanol (5.24 g, 163.5 mmol) in anhydrous CH2Cl2 (150 mL) to give 206b (20.0 g, 98%) as an oil. 1H NMR (CDCl3): δ 7.34-7.14 (m, 5H), 3.60 (m, 1H), 3.48 (m, 1H), 3.29 (t, 2H, J=6.0), 1.96-1.44 (m, 5H), 1.32 (s, 3H). 13C NMR (CDCl3): δ 144.25, 128.59, 126.71, 126.41, 72.44, 43.15, 37.06, 34.64, 27.58, 21.61. HRMS (LSIMS, nba): Calcd for C12H16Br (MH+-H2O): 239.043... Starting materials: mercaptide, C(C)O (ethanol), C(C)O (ethanol), C(CCCCCCCCCCC)S (1-dodecylmercaptan), C[O-].[Na+] (sodium methylate). Reaction conditions: time 8 hour. Yields the product C(CCCCCCCCCCC)SCC(COCCCCCCCCCC)O (1-Dodecylmercapto-3-decyloxy-2-propanol). RXN SMILES: [CH2:1]([SH:13])[CH2:2][CH2:3][CH2:4][CH2:5][CH2:6][CH2:7][CH2:8][CH2:9][CH2:10][CH2:11][CH3:12].[CH3:14][O-:15].[Na+].[CH2:17]([OH:19])[CH3:18]>>[CH2:1]([S:13][CH2:18][CH:17]([OH:19])[CH2:14][O:15][CH2:1][CH2:2][CH2:3][CH2:4][CH2:5][CH2:6][CH2:7][CH2:8][CH2:9][CH3:10])[CH2:2][CH2:3][CH2:4][CH2:5][CH2:6][CH2:7][CH2:8][CH2:9][CH2:10][CH2:11][CH3:12] |f:1.2|. Reported procedure: After dissolving in 30 ml ethanol this oil was admixed with a mercaptide solution which had previously been prepared by reacting 1.94 ml 1-dodecylmercaptan in 20 ml ethanol with sodium methylate. After stirring overnight at room temperature, the solvent was removed by distillation, the residue was taken up in dichloromethane, washed twice with water and the organic phase was evaporated. The residue was purified by chromatography on silica gel 60 using ether/isohexane 1:5 as the eluant. Yield 3.9... The reactants are [Na] (sodium), CCO (EtOH), C(C)(=O)NC(C(=O)OCC)C(=O)OCC (diethyl 2-acetylaminomalonate), [Na] (sodium), BrCC1=CC(=C(C=C1)CC)CC (4-bromomethyl-1,2-diethyl-benzene). Solvent: O1CCOCC1 (1,4-dioxane), O1CCOCC1 (1,4-dioxane). Reaction conditions: time 2 hour. Product: C(C)(=O)NC(C(=O)OCC)(C(=O)OCC)CC1=CC(=C(C=C1)CC)CC (Diethyl 2-acetylamino-2-(3,4-diethyl-benzyl)-malonate). Reaction SMILES: [Na].CCO.[C:5]([NH:8][CH:9]([C:15]([O:17][CH2:18][CH3:19])=[O:16])[C:10]([O:12][CH2:13][CH3:14])=[O:11])(=[O:7])[CH3:6].Br[CH2:21][C:22]1[CH:27]=[CH:26][C:25]([CH2:28][CH3:29])=[C:24]([CH2:30][CH3:31])[CH:23]=1>O1CCOCC1>[C:5]([NH:8][C:9]([CH2:21][C:22]1[CH:27]=[CH:26][C:25]([CH2:28][CH3:29])=[C:24]([CH2:30][CH3:31])[CH:23]=1)([C:15]([O:17][CH2:18][CH3:19])=[O:16])[C:10]([O:12][CH2:13][CH3:14])=[O:11])(=[O:7])[CH3:6] |^1:0|. Procedure: Under a nitrogen atmosphere 8.14 g (354 mmol) of sodium was added in batches to 200 mL abs. EtOH and stirred until fully dissolved. 76.9 g (354 mmol) diethyl 2-acetylaminomalonate was then added to this solution, whereupon the sodium salt formed was precipitated. After the addition of 150 mL 1,4-dioxane a solution of 80 g (352 mmol) of 4-bromomethyl-1,2-diethyl-benzene in 500 mL of 1,4-dioxane was added dropwise to this suspension. The reaction solution was kept at 50° C. for 2 hours and then st... Reactants: C(C)(C)(C)OC(=O)N1CCC(CC1)CC(=O)OCC (ethyl 2-(1-tert-butoxycarbonyl-piperidin-4-yl)acetate), C(C)=O (Acetaldehyde), C(C)(C)NC(C)C (diisopropylamine), C(CCC)[Li] (n-butyllithium). Run in C1CCOC1 (THF), C1CCOC1 (THF), hexanes. Run at temperature 0 celsius, time 10 minute. The product is hexanes EtOAc, C(C)(C)(C)OC(=O)N1CCC(CC1)C(C(=O)OCC)C(C)O (Ethyl 2-(R/S)-(1-tert-butoxycarbonyl-piperidin-4-yl)-3-(R/S)-hydroxy-butanoate). As a reaction SMILES: C(NC(C)C)(C)C.C([Li])CCC.[C:13]([O:17][C:18]([N:20]1[CH2:25][CH2:24][CH:23]([CH2:26][C:27]([O:29][CH2:30][CH3:31])=[O:28])[CH2:22][CH2:21]1)=[O:19])([CH3:16])([CH3:15])[CH3:14].[CH:32](=[O:34])[CH3:33]>C1COCC1>[C:13]([O:17][C:18]([N:20]1[CH2:25][CH2:24][CH:23]([CH:26]([CH:32]([OH:34])[CH3:33])[C:27]([O:29][CH2:30][CH3:31])=[O:28])[CH2:22][CH2:21]1)=[O:19])([CH3:16])([CH3:15])[CH3:14]. Reported procedure: A solution of 0.35 mL (2.5 mmol) of diisopropylamine in 10 mL of THF at 0° C. was treated with 1.6 mL of 1.0 M n-butyllithium solution in hexanes. The resulting mixture was stirred at 0° C. for 10 min, then cooled to −78° C. A solution of 540 mg (2.0 mmol) of ethyl 2-(1-tert-butoxycarbonyl-piperidin-4-yl)acetate (from Piperidine 35, Step A) in 2 mL of THF was added and the resulting solution was stirred cold for 30 min. Acetaldehyde (0.17 mL, 3.0 mmol) was added and the resulting mixture was war...